This data is from the Open Reaction Database (ORD), a public repository of structured organic reaction records. The task is: describe an organic reaction: reactants, conditions, products, and yield The reactants are COC(=O)C1=C(O)c2ccc3ccccc3c2S(=O)(=O)N1C, CCOC(C)=O, Cc1cccc(N)n1. Product: Cc1cccc(NC(=O)C2=C(O)c3ccc4ccccc4c3S(=O)(=O)N2C)n1. RXN SMILES: [CH3:1][O:2][C:3](=[O:4])[C:5]1=[C:10]([OH:11])[c:9]2[c:8]([c:19]3[c:14]([cH:13][cH:12]2)[cH:15][cH:16][cH:17][cH:18]3)[S:7](=[O:20])(=[O:21])[N:6]1[CH3:22].[CH3:31][CH2:32][O:33][C:34](=[O:35])[CH3:36].[NH2:23][c:24]1[n:25][c:26]([CH3:30])[cH:27][cH:28][cH:29]1>>[C:3](=[O:4])([C:5]1=[C:10]([OH:11])[c:9]2[c:8]([c:19]3[c:14]([cH:13][cH:12]2)[cH:15][cH:16][cH:17][cH:18]3)[S:7](=[O:20])(=[O:21])[N:6]1[CH3:22])[NH:23][c:24]1[n:25][c:26]([CH3:30])[cH:27][cH:28][cH:29]1.